Dataset: the Open Reaction Database (ORD), a public repository of structured organic reaction records. Task: describe an organic reaction: reactants, conditions, products, and yield Reactants: FC1=C(OCCCOC2=CC=C(C=C2)C2C(CN(CC2)C(=O)OC(C)(C)C)O)C(=CC=C1)F (tert-butyl 4-{4-[3-(2,6-difluorophenoxy)propoxy]phenyl}-3-hydroxypiperidine-1-carboxylate), ClCC=1C=CC2=C(N(C(CO2)=O)CCCOC)C1 (6-chloromethyl-4-(3-methoxypropyl)-4H-benzo[1,4]oxazin-3-one). Yields the product FC1=C(OCCCOC2=CC=C(C=C2)C2C(CN(CC2)C(=O)OC(C)(C)C)OCC=2C=CC3=C(N(C(CO3)=O)CCCOC)C2)C(=CC=C1)F (tert-Butyl 4-{4-[3-(2,6-difluorophenoxy)propoxy]phenyl}-3-[4-(3-methoxypropyl)-3-oxo-3,4-dihydro-2H-benzo[1,4]oxazin-6-ylmethoxy]piperidine-1-carboxylate). As a reaction SMILES: [F:1][C:2]1[CH:32]=[CH:31][CH:30]=[C:29]([F:33])[C:3]=1[O:4][CH2:5][CH2:6][CH2:7][O:8][C:9]1[CH:14]=[CH:13][C:12]([CH:15]2[CH2:20][CH2:19][N:18]([C:21]([O:23][C:24]([CH3:27])([CH3:26])[CH3:25])=[O:22])[CH2:17][CH:16]2[OH:28])=[CH:11][CH:10]=1.Cl[CH2:35][C:36]1[CH:37]=[CH:38][C:39]2[O:44][CH2:43][C:42](=[O:45])[N:41]([CH2:46][CH2:47][CH2:48][O:49][CH3:50])[C:40]=2[CH:51]=1>>[F:1][C:2]1[CH:32]=[CH:31][CH:30]=[C:29]([F:33])[C:3]=1[O:4][CH2:5][CH2:6][CH2:7][O:8][C:9]1[CH:10]=[CH:11][C:12]([CH:15]2[CH2:20][CH2:19][N:18]([C:21]([O:23][C:24]([CH3:27])([CH3:25])[CH3:26])=[O:22])[CH2:17][CH:16]2[O:28][CH2:35][C:36]2[CH:37]=[CH:38][C:39]3[O:44][CH2:43][C:42](=[O:45])[N:41]([CH2:46][CH2:47][CH2:48][O:49][CH3:50])[C:40]=3[CH:51]=2)=[CH:13][CH:14]=1. Reported procedure: Analogously to Method D, 0.540 g of tert-butyl 4-{4-[3-(2,6-difluorophenoxy)propoxy]phenyl}-3-hydroxypiperidine-1-carboxylate and 0.350 g of 6-chloromethyl-4-(3-methoxypropyl)-4H-benzo[1,4]oxazin-3-one (Example 2a) are reacted. The title compound is obtained as a yellowish oil. Rf=0.18 (1:1 EtOAc-heptane); Rt=5.94. Reactants: [OH-].[Na+] (sodium hydroxide), BrC1=C(C=C(C(=C1OC)O)Br)CC(CC=O)(C)C (4-(2,5-dibromo-4-hydroxy-3-methoxyphenyl)-3,3-dimethylbutanal), C(C)O (ethanol). The reagents and catalysts are [N+](=O)([O-])[O-].[Ag+] (Silver Nitrate). Run in O (H2O), O (H2O). Run at time 6 hour. The product is BrC1=C(C=C(C(=C1OC)O)Br)CC(CC(=O)OCC)(C)C (Ethyl 4-(2,5-dibromo-4-hydroxy-3-methoxyphenyl)-3,3-dimethylbutanoate). As a reaction SMILES: [Br:1][C:2]1[C:7]([O:8][CH3:9])=[C:6]([OH:10])[C:5]([Br:11])=[CH:4][C:3]=1[CH2:12][C:13]([CH3:18])([CH3:17])[CH2:14][CH:15]=[O:16].[OH-].[Na+].[CH2:21]([OH:23])[CH3:22]>O.[N+]([O-])([O-])=O.[Ag+]>[Br:1][C:2]1[C:7]([O:8][CH3:9])=[C:6]([OH:10])[C:5]([Br:11])=[CH:4][C:3]=1[CH2:12][C:13]([CH3:18])([CH3:17])[CH2:14][C:15]([O:23][CH2:21][CH3:22])=[O:16] |f:1.2,5.6|. Procedure details: A solution of Silver Nitrate (0.722 g, 4.25 mmol) in 2.0 ml H2O was added to a solution of the product of STEP 4 (0.775 g, 2.04 mmol) in 20 ml ethanol. A solution of sodium hydroxide (2.71 g, 67.7 mmol) in 3.0 ml H2O was added dropwise at room temperature. After 6 h, the reaction was filtered through a short column of Celite® and washed with H2O. The filtrate was extracted with ether (3×30 ml). The aqueous layer was acidified with concentrated HCl and extracted with chloroform. The organic layer... Starting materials: ClC1=C2C(C(=CN(C2=CC(=C1F)Cl)C1CC1)C(=O)OCC)=O (ethyl 5,7-dichloro-1-cyclopropyl-6-fluoro-1,4-dihydro-4-oxo-3-quinolinecarboxylate), ice water, O (water), S(O)(O)(=O)=O (sulphuric acid). Solvent: C(C)(=O)O (acetic acid). Product: ClC1=C2C(C(=CN(C2=CC(=C1F)Cl)C1CC1)C(=O)O)=O (5,7-dichloro-1-cyclopropyl-6-fluoro-1,4-dihydro-4-oxo-3-quinolinecarboxylic acid). Isolated yield 100.5%. Reaction SMILES: [Cl:1][C:2]1[C:11]([F:12])=[C:10]([Cl:13])[CH:9]=[C:8]2[C:3]=1[C:4](=[O:22])[C:5]([C:17]([O:19]CC)=[O:18])=[CH:6][N:7]2[CH:14]1[CH2:16][CH2:15]1.O.S(=O)(=O)(O)O>C(O)(=O)C>[Cl:1][C:2]1[C:11]([F:12])=[C:10]([Cl:13])[CH:9]=[C:8]2[C:3]=1[C:4](=[O:22])[C:5]([C:17]([OH:19])=[O:18])=[CH:6][N:7]2[CH:14]1[CH2:15][CH2:16]1. Procedure details: 5.2 g of ethyl 5,7-dichloro-1-cyclopropyl-6-fluoro-1,4-dihydro-4-oxo-3-quinolinecarboxylate are heated under reflux in a mixture of 38 ml of acetic acid, 30 ml of water and 4.3 ml of concentrated sulphuric acid for 2.5 hours. After cooling, the mixture is poured into 250 ml of ice-water and the precipitate is filtered off with suction, washed with water and dried. 4.8 g of 5,7-dichloro-1-cyclopropyl-6-fluoro-1,4-dihydro-4-oxo-3-quinolinecarboxylic acid of melting point 277°-278° C. are obtained. Starting materials: NCc1c(Cl)cccc1Oc1ccccc1, O=C(O)C1CCc2[nH]cnc2C1. Product: O=C(NCc1c(Cl)cccc1Oc1ccccc1)C1CCc2[nH]cnc2C1. RXN SMILES: [Cl:13][c:14]1[c:15]([CH2:16][NH2:17])[c:18]([O:22][c:23]2[cH:24][cH:25][cH:26][cH:27][cH:28]2)[cH:19][cH:20][cH:21]1.[nH:1]1[cH:2][n:3][c:4]2[c:5]1[CH2:6][CH2:7][CH:8]([C:10](=[O:11])[OH:12])[CH2:9]2>>[nH:1]1[cH:2][n:3][c:4]2[c:5]1[CH2:6][CH2:7][CH:8]([C:10](=[O:12])[NH:17][CH2:16][c:15]1[c:14]([Cl:13])[cH:21][cH:20][cH:19][c:18]1[O:22][c:23]1[cH:24][cH:25][cH:26][cH:27][cH:28]1)[CH2:9]2. Reactants: FC1=C(C=CC=C1F)CSC1=NC(=CC(=N1)NS(=O)(=O)C)O[C@H](C)[C@@H]1OC(OC1)(C)C (N-[2-[[(2,3-difluorophenyl)methyl]thio]-6-[(1R)-1-[(4R)-2,2-dimethyl-1,3-dioxolan-4-yl]ethoxy]-4-pyrimidinyl]-methanesulfonamide), product, C([O-])(O)=O.[Na+] (sodium bicarbonate). The reagents and catalysts are O.O.O.O.O.O.[Fe](Cl)(Cl)Cl (iron (III) chloride hexahydrate). Solvent: C(Cl)Cl (DCM). Run at time 2 hour. Yields the product FC1=C(C=CC=C1F)CSC1=NC(=CC(=N1)NS(=O)(=O)C)O[C@@H]([C@@H](CO)O)C (N-[2-[[(2,3-Difluorophenyl)methyl]thio]-6-[[(1R,2R)-2,3-dihydroxy-1-methylpropyl]oxy]-4-pyrimidinyl]-methanesulfonamide). RXN SMILES: [F:1][C:2]1[C:7]([F:8])=[CH:6][CH:5]=[CH:4][C:3]=1[CH2:9][S:10][C:11]1[N:16]=[C:15]([NH:17][S:18]([CH3:21])(=[O:20])=[O:19])[CH:14]=[C:13]([O:22][C@@H:23]([C@H:25]2[CH2:29][O:28]C(C)(C)[O:26]2)[CH3:24])[N:12]=1.C(=O)(O)[O-].[Na+]>C(Cl)Cl.O.O.O.O.O.O.[Fe](Cl)(Cl)Cl>[F:1][C:2]1[C:7]([F:8])=[CH:6][CH:5]=[CH:4][C:3]=1[CH2:9][S:10][C:11]1[N:16]=[C:15]([NH:17][S:18]([CH3:21])(=[O:19])=[O:20])[CH:14]=[C:13]([O:22][C@H:23]([CH3:24])[C@H:25]([OH:26])[CH2:29][OH:28])[N:12]=1 |f:1.2,4.5.6.7.8.9.10|. Procedure: To a solution of N-[2-[[(2,3-difluorophenyl)methyl]thio]-6-[(1R)-1-[(4R)-2,2-dimethyl-1,3-dioxolan-4-yl]ethoxy]-4-pyrimidinyl]-methanesulfonamide (the product of step i) (0.23 g) in DCM (5 mL) was added iron (III) chloride hexahydrate (0.25 g). The reaction mixture was stirred at ambient temperature for 2 h then saturated aqueous sodium bicarbonate (2 mL) was added. The layers were separated and the aqueous material extracted with DCM (×3) and ethyl acetate (×3). The combined organic extracts we... Reactants: N1C(=CC2=CC=CC=C12)C(=O)O (1H-indol-2-carboxylic acid), P(=O)(OCC)(OCC)C#N (diethyl cyanophosphate), NC=1C=CC(=C(C#N)C1)OCC(C)(C)C (5-amino-2-neopentyloxybenzonitrile), C([O-])([O-])=O.[K+].[K+] (potassium carbonate), C(C)(=O)OCCBr (bromoethyl acetate), Cl (hydrochloric acid). Run in CN(C=O)C (dimethylformamide), C(C)N(CC)CC (triethylamine), CN(C=O)C (dimethylformamide). Run at time 1 hour. The product is C(C)(=O)OCCN1C(=CC2=CC=CC=C12)C(NC1=CC(=C(C=C1)OCC(C)(C)C)C#N)=O ([2-(N-(3-cyano-4-neopentyloxyphenyl)carbamoyl)indol-1-yl]ethyl acetate). As a reaction SMILES: [NH:1]1[C:9]2[C:4](=[CH:5][CH:6]=[CH:7][CH:8]=2)[CH:3]=[C:2]1[C:10]([OH:12])=O.C(=O)([O-])[O-].[K+].[K+].[C:19]([O:22][CH2:23][CH2:24]Br)(=[O:21])[CH3:20].[NH2:26][C:27]1[CH:28]=[CH:29][C:30]([O:35][CH2:36][C:37]([CH3:40])([CH3:39])[CH3:38])=[C:31]([CH:34]=1)[C:32]#[N:33].P(C#N)(OCC)(OCC)=O.Cl>CN(C)C=O.C(N(CC)CC)C>[C:19]([O:22][CH2:23][CH2:24][N:1]1[C:9]2[C:4](=[CH:5][CH:6]=[CH:7][CH:8]=2)[CH:3]=[C:2]1[C:10](=[O:12])[NH:26][C:27]1[CH:28]=[CH:29][C:30]([O:35][CH2:36][C:37]([CH3:38])([CH3:39])[CH3:40])=[C:31]([C:32]#[N:33])[CH:34]=1)(=[O:21])[CH3:20] |f:1.2.3|. Procedure details: 1-(Ethoxycarbonylmethyl)indole-2-carboxylic acid (2 g) obtained by reacting 1H-indol-2-carboxylic acid with potassium carbonate and bromoethyl acetate in dimethylformamide, 5-amino-2-neopentyloxybenzonitrile (1.6 g), triethylamine (2.4 g) and diethyl cyanophosphate (2 g) were added to dimethylformamide solution (20 ml) and the mixture was stirred at room temperature for 1 hr. Then the reaction mixture was treated with diluted hydrochloric acid and the organic layer was extracted with ethyl aceta... Starting materials: OC(=S)c1ccccc1, CCO, O=C(O)CI, [K+], [OH-], O. The product is O=C(O)CSC(=O)c1ccccc1. RXN SMILES: [C:1]([c:2]1[cH:3][cH:4][cH:5][cH:6][cH:7]1)(=[S:8])[OH:9].[CH3:17][CH2:18][OH:19].[I:12][CH2:13][C:14](=[O:15])[OH:16].[K+:11].[OH-:10].[OH2:20]>>[C:1]([c:2]1[cH:3][cH:4][cH:5][cH:6][cH:7]1)([S:8][CH2:13][C:14](=[O:15])[OH:16])=[O:9]. The reactants are CCN(C=1C=CC=C(C1)C2=CC=NC=3N2N=CC3C#N)C(=O)C (Zaleplon), C(C)O (ethanol), C (charcoal). Run at temperature 25 celsius, time 10 minute. The product is CCN(C=1C=CC=C(C1)C2=CC=NC=3N2N=CC3C#N)C(=O)C (zaleplon), C(C)(=O)C=1C=C(C=CC1)NC(C)=O (N-(3-acetylphenyl)ethanamide). The yield is 82.0%. RXN SMILES: [CH3:1][CH2:2][N:3]([C:21]([CH3:23])=[O:22])[C:4]1[CH:5]=[CH:6][CH:7]=[C:8]([C:10]2[N:15]3[N:16]=[CH:17][C:18]([C:19]#[N:20])=[C:14]3[N:13]=[CH:12][CH:11]=2)[CH:9]=1.C.[CH2:25]([OH:27])[CH3:26]>>[CH3:1][CH2:2][N:3]([C:21]([CH3:23])=[O:22])[C:4]1[CH:5]=[CH:6][CH:7]=[C:8]([C:10]2[N:15]3[N:16]=[CH:17][C:18]([C:19]#[N:20])=[C:14]3[N:13]=[CH:12][CH:11]=2)[CH:9]=1.[C:25]([C:8]1[CH:9]=[C:4]([NH:3][C:21](=[O:22])[CH3:23])[CH:5]=[CH:6][CH:7]=1)(=[O:27])[CH3:26]. Procedure details: Zaleplon (22.8 g) is dissolved in ethanol (230 cm3) at reflux temperature then treated with charcoal (2.3 g, 10 m/m %). The solution is stirred for 10 minutes and filtered. The charcoal is washed with hot ethanol (20 cm3). The solution is cooled to 25° C. in 6 hours and kept at this temperature for 2 hours. Crystals are filtered and washed with ethanol (30 cm3). The product is dried under vacuum at 60° C. for 8 hours to afford zaleplon form 1 (18.7 g, 82%). Reaction conditions: temperature 70 celsius. RXN SMILES: [CH3:1][O:2][C:3]1[CH:9]=[CH:8][C:6]([NH2:7])=[CH:5][CH:4]=1.[CH:10]1[C:15]([N+]([O-])=O)=CC=C(O)[CH:11]=1.S(=O)(=O)(O)O.[OH-].[Na+]>OCC(CO)O>[CH3:1][O:2][C:3]1[CH:9]=[C:8]2[C:6](=[CH:5][CH:4]=1)[N:7]=[CH:15][CH:10]=[CH:11]2 |f:3.4|. The reactants are S(O)(O)(=O)=O (sulfuric acid), [OH-].[Na+] (sodium hydroxide), COC1=CC=C(N)C=C1 (p-methoxyaniline), ferrous sulfate, C1=CC(=CC=C1[N+](=O)[O-])O (p-nitrophenol), S(O)(O)(=O)=O (sulfuric acid). Product: COC=1C=C2C=CC=NC2=CC1 (6-methoxy-quinoline), solid. The solvent is OCC(O)CO (glycerol). Procedure details: A mixture of p-methoxyaniline (24.6 g, 0.2 mol), ferrous sulfate (8.34 g, 0.03 mol), glycerol (73.6 g, 60 mL), p-nitrophenol (16.68 g, 0.12 mol), and concentrated sulfuric acid (10 mL) was heated gently to 70° C. Then a second portion of concentrated sulfuric acid (25 mL) was added dropwise to the reaction mixture and it was stirred at reflux for 8 hours. After cooling down to room temperature, the reaction mixture was basified to pH=5.5 with 15% aqueous sodium hydroxide solution in an ice bath.... The yield is 50.0%. Starting materials: C(C)(C)(C)OC(=O)N[C@H](C)C(=O)O (Nα-t-butoxycarbonyl-D-alanine), C1(CCCCC1)N=C=NC1CCCCC1 (dicyclohexylcarbodiimide), C1(CCCCC1)N=C=NC1CCCCC1 (dicyclohexylcarbodiimide), ( 2 ), ( 3 ), C(C)(C)(C)OC(=O)N[C@@H](CC1=CNC2=CC=CC=C12)C(=O)O (Nα-t-butoxycarbonyl-L-tryptophan), C1(CCCCC1)N=C=NC1CCCCC1 (dicyclohexylcarbodiimide), ( 1 ), C(C)(C)(C)OC(=O)N[C@@H](CC1=CC=C(C=C1)OCC1=CC=CC=C1)C(=O)O (Nα-t-butoxycarbonyl-O-benzyl-L-tyrosine), C(C)(C)(C)OC(=O)N[C@@H](COCC1=CC=CC=C1)C(=O)O (Nα-t-butoxycarbonyl-O-benzyl-L-serine). Solvent: CO (methanol), C(C)N(CC)CC (triethylamine). Conditions: time 20 hour. The product is C(C)(C)(C)OC(=O)N[C@@H](CC1=CNC2=CC=CC=C12)C(=O)N[C@@H](COCC1=CC=CC=C1)C(=O)N[C@@H](CC1=CC=C(C=C1)OCC1=CC=CC=C1)C(=O)N[C@H](C)C(=O)O (Nα-t-Butoxycarbonyl-L-tryptophyl-O-benzyl-L-seryl-O-benzyl-L-tyrosyl-D-alanine). As a reaction SMILES: C(OC([NH:8][C@@H:9]([C:11]([OH:13])=[O:12])[CH3:10])=O)(C)(C)C.C(O[C:19]([NH:21][C@H:22]([C:38]([OH:40])=O)[CH2:23][C:24]1[CH:29]=[CH:28][C:27]([O:30][CH2:31][C:32]2[CH:37]=[CH:36][CH:35]=[CH:34][CH:33]=2)=[CH:26][CH:25]=1)=[O:20])(C)(C)C.C1(N=C=NC2CCCCC2)CCCCC1.C(O[C:61]([NH:63][C@H:64](C(O)=O)[CH2:65][O:66][CH2:67][C:68]1[CH:73]=[CH:72][CH:71]=[CH:70][CH:69]=1)=[O:62])(C)(C)C.[C:77]([O:81][C:82]([NH:84][C@H:85](C(O)=O)[CH2:86][C:87]1[C:95]2[C:90](=[CH:91][CH:92]=[CH:93][CH:94]=2)[NH:89][CH:88]=1)=[O:83])([CH3:80])([CH3:79])[CH3:78]>C(N(CC)CC)C.CO>[C:77]([O:81][C:82]([NH:84][C@H:85]([C:61]([NH:63][C@H:64]([C:19]([NH:21][C@H:22]([C:38]([NH:8][C@@H:9]([C:11]([OH:13])=[O:12])[CH3:10])=[O:40])[CH2:23][C:24]1[CH:25]=[CH:26][C:27]([O:30][CH2:31][C:32]2[CH:33]=[CH:34][CH:35]=[CH:36][CH:37]=2)=[CH:28][CH:29]=1)=[O:20])[CH2:65][O:66][CH2:67][C:68]1[CH:69]=[CH:70][CH:71]=[CH:72][CH:73]=1)=[O:62])[CH2:86][C:87]1[C:95]2[C:90](=[CH:91][CH:92]=[CH:93][CH:94]=2)[NH:89][CH:88]=1)=[O:83])([CH3:78])([CH3:79])[CH3:80]. Reported procedure: Nα-t-Butoxycarbonyl-L-tryptophyl-O-benzyl-L-seryl-O-benzyl-L-tyrosyl-D-alanine resin is prepared from 23 g., 14 mmol. of Nα-t-butoxycarbonyl-D-alanine resin by successive coupling, according to the general process for solid phase synthesis given in Example 1 with (1) 7 g., 19 mmol, of Nα-t-butoxycarbonyl-O-benzyl-L-tyrosine and 4 g., 19.4 mmol, of dicyclohexylcarbodiimide, (2) 6 g., 19.7 mmol, of Nα-t-butoxycarbonyl-O-benzyl-L-serine and 4 g. of dicyclohexylcarbodiimide, and (3) 6 g., 19.7 mmol,...